From a dataset of the Open Reaction Database (ORD), a public repository of structured organic reaction records. describe an organic reaction: reactants, conditions, products, and yield Reaction SMILES: C([O:3][C:4](=[O:35])[CH2:5][C:6]1[CH:11]=[CH:10][C:9]([O:12][CH3:13])=[C:8]([O:14][C:15]2[CH:20]=[CH:19][C:18]([NH:21][C:22](=[O:27])[C:23]([CH3:26])([CH3:25])[CH3:24])=[CH:17][C:16]=2[CH2:28][N:29]2[CH2:33][CH2:32][O:31][C:30]2=[O:34])[CH:7]=1)C.[Li+].[OH-]>CO.O>[CH3:24][C:23]([CH3:26])([CH3:25])[C:22]([NH:21][C:18]1[CH:19]=[CH:20][C:15]([O:14][C:8]2[CH:7]=[C:6]([CH2:5][C:4]([OH:35])=[O:3])[CH:11]=[CH:10][C:9]=2[O:12][CH3:13])=[C:16]([CH2:28][N:29]2[CH2:33][CH2:32][O:31][C:30]2=[O:34])[CH:17]=1)=[O:27] |f:1.2|. Reported procedure: {3-[4-(2,2-Dimethyl-propionylamino)-2-(2-oxo-oxazolidin-3-ylmethyl)-phenoxy]-4-methoxy-phenyl}-acetic acid ethyl ester (0.57 mmol) was dissolved in MeOH and H2O, and treated with 1N aqueous LiOH. The reaction was stirred overnight at 65° C., and the mixture was then acidified and extracted with EtOAc. The combined organic layers were dried over MgSO4, filtered, and concentrated, and the residue was purified by preparative HPLC to give the title compound. The product is CC(C(=O)NC1=CC(=C(OC=2C=C(C=CC2OC)CC(=O)O)C=C1)CN1C(OCC1)=O)(C)C ({3-[4-(2,2-Dimethyl-propionylamino)-2-(2-oxo-oxazolidin-3-ylmethyl)-phenoxy]-4-methoxy-phenyl}-acetic acid). Reactants: C(C)OC(CC1=CC(=C(C=C1)OC)OC1=C(C=C(C=C1)NC(C(C)(C)C)=O)CN1C(OCC1)=O)=O ({3-[4-(2,2-Dimethyl-propionylamino)-2-(2-oxo-oxazolidin-3-ylmethyl)-phenoxy]-4-methoxy-phenyl}-acetic acid ethyl ester), [Li+].[OH-] (LiOH). Run at temperature 65 celsius, time 8 hour. Run in CO (MeOH), O (H2O). The reactants are C1(CCC1)N1CCN(CC1)C(=O)[C@@H]1CC[C@H](CC1)O (trans-(4-cyclobutyl-piperazin-1-yl)-(4-hydroxy-cyclohexyl)-methanone), ClC=1C=CC(=NC1)O (5-chloro-2-hydroxypyridine). Product: ClC=1C=CC(=NC1)O[C@H]1CC[C@H](CC1)C(=O)N1CCN(CC1)C1CCC1 (cis-[4-(5-Chloro-pyridin-2-yloxy)-cyclohexyl]-(4-cyclobutyl-piperazin-1-yl)-methanone). Reaction SMILES: [CH:1]1([N:5]2[CH2:10][CH2:9][N:8]([C:11]([C@H:13]3[CH2:18][CH2:17][C@H:16]([OH:19])[CH2:15][CH2:14]3)=[O:12])[CH2:7][CH2:6]2)[CH2:4][CH2:3][CH2:2]1.[Cl:20][C:21]1[CH:22]=[CH:23][C:24](O)=[N:25][CH:26]=1>>[Cl:20][C:21]1[CH:22]=[CH:23][C:24]([O:19][C@@H:16]2[CH2:17][CH2:18][C@H:13]([C:11]([N:8]3[CH2:9][CH2:10][N:5]([CH:1]4[CH2:4][CH2:3][CH2:2]4)[CH2:6][CH2:7]3)=[O:12])[CH2:14][CH2:15]2)=[N:25][CH:26]=1. Reported procedure: According to the procedure described for example 1, the title compound had been synthesized from trans-(4-cyclobutyl-piperazin-1-yl)-(4-hydroxy-cyclohexyl)-methanone and 5-chloro-2-hydroxypyridine. MS (m/e): 378.3 (MH+). The reactants are NC1=C(C(=CC(=C1)C(C)(C)C)[N+](=O)[O-])O (2-Amino-4-tert-butyl-6-nitrophenol), C(C)(OCC)(OCC)OCC (triethyl orthoacetate). Conditions: temperature 100 celsius, time 8 hour. Product: C(C)(C)(C)C=1C=C(C2=C(N=C(O2)C)C1)[N+](=O)[O-] (5-tert-butyl-2-methyl-7-nitrobenzoxazole). As a reaction SMILES: [NH2:1][C:2]1[CH:7]=[C:6]([C:8]([CH3:11])([CH3:10])[CH3:9])[CH:5]=[C:4]([N+:12]([O-:14])=[O:13])[C:3]=1[OH:15].[C:16](OCC)(OCC)(OCC)[CH3:17]>>[C:8]([C:6]1[CH:5]=[C:4]([N+:12]([O-:14])=[O:13])[C:3]2[O:15][C:16]([CH3:17])=[N:1][C:2]=2[CH:7]=1)([CH3:9])([CH3:10])[CH3:11]. Reported procedure: 2-Amino-4-tert-butyl-6-nitrophenol was dissolved in triethyl orthoacetate (10 mL). The reaction mixture was stirred overnight at 100° C. Evaporation of volatiles in vacuo afforded 5-tert-butyl-2-methyl-7-nitrobenzoxazole (110 mg). The reactants are CCCCN, CCOCCO, COc1cc2c(Cl)c(C#N)cnc2cc1F. The product is CCCCNc1c(C#N)cnc2cc(F)c(OC)cc12. Reaction SMILES: [CH2:17]([CH2:18][CH2:19][CH3:20])[NH2:21].[CH3:22][CH2:23][O:24][CH2:25][CH2:26][OH:27].[Cl:1][c:2]1[c:3]([C:15]#[N:16])[cH:4][n:5][c:6]2[cH:7][c:8]([F:14])[c:9]([O:12][CH3:13])[cH:10][c:11]12>>[c:2]1([NH:21][CH2:17][CH2:18][CH2:19][CH3:20])[c:3]([C:15]#[N:16])[cH:4][n:5][c:6]2[cH:7][c:8]([F:14])[c:9]([O:12][CH3:13])[cH:10][c:11]12. Starting materials: CCCCCCCCC(=O)Cl, CNO. Yields the product CCCCCCCCC(=O)N(C)O. RXN SMILES: [C:4]([CH2:5][CH2:6][CH2:7][CH2:8][CH2:9][CH2:10][CH2:11][CH3:12])(=[O:13])[Cl:14].[CH3:1][NH:2][OH:3]>>[CH3:1][N:2]([OH:3])[C:4]([CH2:5][CH2:6][CH2:7][CH2:8][CH2:9][CH2:10][CH2:11][CH3:12])=[O:13]. Reactants: [H-].[Na+] (NaH), FC1=C(C=CC=C1)[N+](=O)[O-] (2-fluoro-nitrobenzene), Cl (HCl), NC=1SC(=CC1C#N)C(C)(C)C (2-amino-5-tert-butyl-thiophene-3-carbonitrile). Run in C1CCOC1 (THF), C1CCOC1 (THF), C1CCOC1 (THF). Conditions: time 15 minute. Yields the product C(C)(C)(C)C1=CC(=C(S1)NC1=C(C=CC=C1)[N+](=O)[O-])C#N (5-tert-Butyl-2-(2-nitro-phenylamino)-thiophene-3-carbonitrile). Yield: 74.8%. RXN SMILES: [NH2:1][C:2]1[S:3][C:4]([C:9]([CH3:12])([CH3:11])[CH3:10])=[CH:5][C:6]=1[C:7]#[N:8].[H-].[Na+].F[C:16]1[CH:21]=[CH:20][CH:19]=[CH:18][C:17]=1[N+:22]([O-:24])=[O:23].Cl>C1COCC1>[C:9]([C:4]1[S:3][C:2]([NH:1][C:16]2[CH:21]=[CH:20][CH:19]=[CH:18][C:17]=2[N+:22]([O-:24])=[O:23])=[C:6]([C:7]#[N:8])[CH:5]=1)([CH3:12])([CH3:11])[CH3:10] |f:1.2|. Procedure: Add a solution of 2-amino-5-tert-butyl-thiophene-3-carbonitrile (16.9 g, 94 mmol) in THF (50 mL) to a mixture of washed NaH (from 6.76 g of 60% mineral oil dispersion) in THF (200 mL) in a water bath at room temperature. Stir 15 minutes, then add a solution of 2-fluoro-nitrobenzene (13.2 g, 94 mmol) in THF (50 mL) dropwise. Stir overnight. Pour the purple reaction mixture unto 6 N HCl (400 mL). Extract the mixture with diethyl ether (400 mL). Wash the ether layer with 2 N HCl (400 mL), brine (25...